From a dataset of the Open Reaction Database (ORD), a public repository of structured organic reaction records. describe an organic reaction: reactants, conditions, products, and yield The reactants are NC1=CC2=CC=CC=C2C=C1N (2,3-diamino naphthalene), C1=CC2=C3C(=CC=C4C3=C1C(=O)OC4=O)C(=O)OC2=O (1,4,5,8-naphthalenetetracarboxylic dianhydride), solution, solution, ethyl ester, quartz. The solvent is CN1CCCC1=O (NMP), CN1CCCC1=O (NMP). Conditions: temperature 350 celsius. The product is C1=CC=CC2=CC=CC=C12 (naphthalene). Reaction SMILES: N[C:2]1[C:11](N)=[CH:10][C:9]2[C:4](=[CH:5][CH:6]=[CH:7][CH:8]=2)[CH:3]=1.C1C2C(OC(=O)C3C=2C2C(C(OC(=O)C=2C=1)=O)=CC=3)=O>CN1C(=O)CCC1>[CH:8]1[C:9]2[C:4](=[CH:3][CH:2]=[CH:11][CH:10]=2)[CH:5]=[CH:6][CH:7]=1. Procedure: To a solution of 15.82 g (100 mmol) of 2,3-diamino naphthalene in 100 mL of NMP was added 3.4 g (50 mmol) of 1,4,5,8-naphthalenetetracarboxylic dianhydride (NDA), and the formulation was mixed on a roller mill for 16 hours to form the 2:1 amic adduct. Ten grams of this solution was added to 75 g of a 16% solution of polyamic ethyl ester (PAETE). The NMP solution was spin coated on a quartz substrate to a thickness of 2 μm and heated at 350° C. for 20 min. The resulting film exhibited absorbance ... Starting materials: [OH-].[Na+] (sodium hydroxide), C(C)(C)(C)OO (tertiary-butyl hydroperoxide), ClC(=O)OCCCCCCCCCCCCCCCCCC (octadecyl chloroformate), ClC(=O)OCCCCCCCCCCCCCCCCCC (Octadecyl chloroformate), C(C)(C)(C)OO (Tertiary-butyl hydroperoxide), C(C)(C)O (isopropanol). The solvent is CCCCCC (hexane). Yields the product C(OOOC(C)(C)C)(OCCCCCCCCCCCCCCCCCC)=O (Tertiary-butylperoxy octadecyl carbonate). RXN SMILES: [C:1]([O:5][OH:6])([CH3:4])([CH3:3])[CH3:2].Cl[C:8]([O:10][CH2:11][CH2:12][CH2:13][CH2:14][CH2:15][CH2:16][CH2:17][CH2:18][CH2:19][CH2:20][CH2:21][CH2:22][CH2:23][CH2:24][CH2:25][CH2:26][CH2:27][CH3:28])=[O:9].[OH-].[Na+].C([OH:34])(C)C>CCCCCC>[C:8](=[O:34])([O:10][CH2:11][CH2:12][CH2:13][CH2:14][CH2:15][CH2:16][CH2:17][CH2:18][CH2:19][CH2:20][CH2:21][CH2:22][CH2:23][CH2:24][CH2:25][CH2:26][CH2:27][CH3:28])[O:9][O:6][O:5][C:1]([CH3:4])([CH3:3])[CH3:2] |f:2.3|. Procedure: Tertiary-butylperoxy octadecyl carbonate was prepared by reaction of tertiary-butyl hydroperoxide with octadecyl chloroformate. Tertiary-butyl hydroperoxide, 70 percent (27.0 grams, 0.21 mole) was placed in a flask, and sodium hydroxide, 20 percent (43.3 grams, 0.22 mole) was added slowly at lower than 20° C., followed by the addition of 10.0 grams of isopropanol all at once. Octadecyl chloroformate (66.5 grams, 0.20 mole) and hexane (115.8 grams) were combined in an addition funnel and added ov...